From a dataset of the Open Reaction Database (ORD), a public repository of structured organic reaction records. describe an organic reaction: reactants, conditions, products, and yield Reactants: CC1(OB(OC1(C)C)C=1C=NNC1)C (4-(4,4,5,5-tetramethyl-[1,3,2]dioxaborolan-2-yl)-1H-pyrazole), COC(C(C)(C)Br)=O (2-bromo-2-methyl-propionic acid methyl ester), C(=O)([O-])[O-].[Cs+].[Cs+] (Cs2CO3). Run in CN(C)C=O (DMF). Reaction conditions: temperature 90 celsius. Product: COC(C(C)(N1N=CC(=C1)B1OC(C(O1)(C)C)(C)C)C)=O (2-methyl-2-[4-(4,4,5,5-tetramethyl-[1,3,2]dioxaborolan-2-yl)-pyrazol-1-yl]propionic acid methyl ester). The yield is 63.0%. RXN SMILES: [CH3:1][C:2]1([CH3:14])[C:6]([CH3:8])([CH3:7])[O:5][B:4]([C:9]2[CH:10]=[N:11][NH:12][CH:13]=2)[O:3]1.[CH3:15][O:16][C:17](=[O:22])[C:18](Br)([CH3:20])[CH3:19].C([O-])([O-])=O.[Cs+].[Cs+]>CN(C=O)C>[CH3:15][O:16][C:17](=[O:22])[C:18]([CH3:20])([N:12]1[CH:13]=[C:9]([B:4]2[O:5][C:6]([CH3:7])([CH3:8])[C:2]([CH3:14])([CH3:1])[O:3]2)[CH:10]=[N:11]1)[CH3:19] |f:2.3.4|. Procedure details: To a solution of 4-(4,4,5,5-tetramethyl-[1,3,2]dioxaborolan-2-yl)-1H-pyrazole (5 g, 25.77 mmol) and 2-bromo-2-methyl-propionic acid methyl ester (12.6 g, 27.06 mmol) in DMF (85 mL), was added Cs2CO3 (12.6 g, 38.65 mmol). The reaction mixture was heated to 90° C. in an oil bath overnight. The reaction solution was cooled to room temperature, and partitioned between water and ethyl acetate. The combined ethyl acetate solution was washed with water five times, dried over Na2SO4, and concentrated to... Starting materials: O1CCN(CC1)S(=O)(=O)C=1C=C(C(=O)O)C=CC1 (3-(morpholinosulfonyl)benzoic acid), N1(N=NC2=C1C=CC=C2)O (1H-benzo[d][1,2,3]triazol-1-ol), C(CCl)Cl (EDC), C([O-])(O)=O.[Na+] (Sodiumbicarbonate), ClC1=CC(=C(C=C1)O)C1=NNC=C1 (4-chloro-2-(1H-pyrazol-3-yl)phenol). Solvent: C1CCOC1 (THF). Run at time 8 hour. Product: ClC=1C=CC(=C(C1)C1=NN(C=C1)C(=O)C1=CC(=CC=C1)S(=O)(=O)N1CCOCC1)O ((3-(5-chloro-2-hydroxyphenyl)-1H-pyrazol-1-yl)(3-(morpholinosulfonyl)phenyl)methanone). Yield: 51.1%. As a reaction SMILES: [O:1]1[CH2:6][CH2:5][N:4]([S:7]([C:10]2[CH:11]=[C:12]([CH:16]=[CH:17][CH:18]=2)[C:13]([OH:15])=O)(=[O:9])=[O:8])[CH2:3][CH2:2]1.N1(O)C2C=CC=CC=2N=N1.C(Cl)CCl.C(=O)(O)[O-].[Na+].[Cl:38][C:39]1[CH:44]=[CH:43][C:42]([OH:45])=[C:41]([C:46]2[CH:50]=[CH:49][NH:48][N:47]=2)[CH:40]=1>C1COCC1>[Cl:38][C:39]1[CH:44]=[CH:43][C:42]([OH:45])=[C:41]([C:46]2[CH:50]=[CH:49][N:48]([C:13]([C:12]3[CH:16]=[CH:17][CH:18]=[C:10]([S:7]([N:4]4[CH2:3][CH2:2][O:1][CH2:6][CH2:5]4)(=[O:8])=[O:9])[CH:11]=3)=[O:15])[N:47]=2)[CH:40]=1 |f:3.4|. Procedure: 3-(morpholinosulfonyl)benzoic acid (50 mg, 0.184 mmol), 1H-benzo[d][1,2,3]triazol-1-ol (37.4 mg, 0.276 mmol), EDC (53.0 mg, 0.276 mmol) and Sodiumbicarbonate (17.03 mg, 0.203 mmol) was dissolved in THF (10 mL) and then 4-chloro-2-(1H-pyrazol-3-yl)phenol (35.9 mg, 0.184 mmol) was added at room temperature and reaction mixture was allowed to stirred for overnight at room temperature. Reaction was monitored by TLC. After completion of the reaction, the solvent was removed by vacuum and the resultin... Starting materials: N1N=NN=C1C1=C(N=C(S1)NC=1C(=NC=CC1)OC1=C(C=CC=C1)C(C)(C)C)C(F)(F)F (N-(5-(1H-tetrazol-5-yl)-4-(trifluoromethyl)thiazol-2-yl)-2-(2-tert-butylphenoxy)pyridin-3-amine), CN(C)CCCN=C(C1=CC=C(C=C1)C2=CC=C(N2)C3=CC=C(C=C3)C(=NCCCN(C)C)N)N (A132). The product is C(C)(C)(C)C1=C(OC2=NC=CC=C2NC=2SC(=C(N2)C(F)(F)F)C=2N=NN(N2)C)C=CC=C1 (2-(2-tert-butylphenoxy)-N-(5-(2-methyl-2H-tetrazol-5-yl)-4-(trifluoromethyl)thiazol-2-yl)pyridin-3-amine). As a reaction SMILES: [NH:1]1[C:5]([C:6]2[S:10][C:9]([NH:11][C:12]3[C:13]([O:18][C:19]4[CH:24]=[CH:23][CH:22]=[CH:21][C:20]=4[C:25]([CH3:28])([CH3:27])[CH3:26])=[N:14][CH:15]=[CH:16][CH:17]=3)=[N:8][C:7]=2[C:29]([F:32])([F:31])[F:30])=[N:4][N:3]=[N:2]1.[CH3:33]N(CCCN=C(N)C1C=CC(C2NC(C3C=CC(C(N)=NCCCN(C)C)=CC=3)=CC=2)=CC=1)C>>[C:25]([C:20]1[CH:21]=[CH:22][CH:23]=[CH:24][C:19]=1[O:18][C:13]1[C:12]([NH:11][C:9]2[S:10][C:6]([C:5]3[N:1]=[N:2][N:3]([CH3:33])[N:4]=3)=[C:7]([C:29]([F:31])([F:32])[F:30])[N:8]=2)=[CH:17][CH:16]=[CH:15][N:14]=1)([CH3:28])([CH3:26])[CH3:27]. Procedure details: Example A133 was prepared from N-(5-(1H-tetrazol-5-yl)-4-(trifluoromethyl)thiazol-2-yl)-2-(2-tert-butylphenoxy)pyridin-3-amine (Example 404) following the procedure described for Example A132. Starting materials: C(=O)([O-])[O-].[Na+].[Na+] (Na2CO3), C(N)(=S)NN=C(C(=O)O)C (2-(2-carbamothioylhydrazono)propanoic acid), Cl (HCl). The solvent is O (water). The product is CC=1C(NC(NN1)=S)=O (6-methyl-3-thioxo-3,4-dihydro-1,2,4-triazin-5(2H)-one). RXN SMILES: C([O-])([O-])=O.[Na+].[Na+].[C:7]([NH:10][N:11]=[C:12]([CH3:16])[C:13](O)=[O:14])(=[S:9])[NH2:8].Cl>O>[CH3:16][C:12]1[C:13](=[O:14])[NH:8][C:7](=[S:9])[NH:10][N:11]=1 |f:0.1.2|. Reported procedure: To a solution of Na2CO3 (4.84 g, 45.6 mmol) in water (300 mL) was added 2-(2-carbamothioylhydrazono)propanoic acid (3, 7.35 g, 45.6 mmol). The mixture was heated at refluxing temperature for 3.5 h. After cooling to room temperature, the clear solution was acidified with 2 N HCl to pH ˜5. The mixture was extracted with EtOAc (60 mL×4) and CH2Cl2 (60 mL×4). The combined extracts were dried over Na2SO4 and concentrated to give 6-methyl-3-thioxo-3,4-dihydro-1,2,4-triazin-5(2H)-one (4) as a white sol...